This data is from the Open Reaction Database (ORD), a public repository of structured organic reaction records. The task is: describe an organic reaction: reactants, conditions, products, and yield Starting materials: COCCCOC1=C(C(=O)NC[C@@H](C[C@@H]([C@H]2OC2)NC(OC(C)(C)C)=O)C(C)C)C=CC=C1 (tert-butyl (3(S)-{[2-(3-methoxypropoxy)benzoylamino]methyl}-4-methyl-1(S)—(R)-oxiranylpentyl)carbamate), N1CCCCC1 (piperidine). Run in C(C)(C)O (isopropanol). Yields the product O[C@@H](CN1CCCCC1)[C@H](C[C@@H](C(C)C)CNC(C1=C(C=CC=C1)OCCCOC)=O)NC(OC(C)(C)C)=O (tert-Butyl (1(S)-(1(S)-hydroxy-2-piperidin-1-ylethyl)-3(S)-{[2-(3-methoxypropoxy)-benzoylamino]methyl}-4-methylpentyl)carbamate), SiO2. Reaction SMILES: [CH3:1][O:2][CH2:3][CH2:4][CH2:5][O:6][C:7]1[CH:33]=[CH:32][CH:31]=[CH:30][C:8]=1[C:9]([NH:11][CH2:12][C@H:13]([CH:27]([CH3:29])[CH3:28])[CH2:14][C@H:15]([NH:19][C:20](=[O:26])[O:21][C:22]([CH3:25])([CH3:24])[CH3:23])[C@@H:16]1[CH2:18][O:17]1)=[O:10].[NH:34]1[CH2:39][CH2:38][CH2:37][CH2:36][CH2:35]1>C(O)(C)C>[OH:17][C@H:16]([C@@H:15]([NH:19][C:20](=[O:26])[O:21][C:22]([CH3:25])([CH3:24])[CH3:23])[CH2:14][C@H:13]([CH2:12][NH:11][C:9](=[O:10])[C:8]1[CH:30]=[CH:31][CH:32]=[CH:33][C:7]=1[O:6][CH2:5][CH2:4][CH2:3][O:2][CH3:1])[CH:27]([CH3:29])[CH3:28])[CH2:18][N:34]1[CH2:39][CH2:38][CH2:37][CH2:36][CH2:35]1. Reported procedure: A solution of 0.030 g of tert-butyl (3(S)-{[2-(3-methoxypropoxy)benzoylamino]methyl}-4-methyl-1(S)—(R)-oxiranylpentyl)carbamate in 0.60 ml of isopropanol and 0.050 ml of piperidine is stirred at 70° C. over 1 hour. The reaction mixture is concentrated by evaporation, and the residue is admixed with water and extracted with tert-butyl methyl ether (2×). The combined organic phases are washed with water and brine, dried over sodium sulphate and concentrated by evaporation. The title compound is ob...